Dataset: the Open Reaction Database (ORD), a public repository of structured organic reaction records. Task: describe an organic reaction: reactants, conditions, products, and yield Reactants: Cc1ccc(S(=O)(=O)n2cc(Br)c3cccnc32)cc1, CCCC[N+](CCCC)(CCCC)CCCC, C1CCOC1, CCOC(C)=O, CC[Si](CC)(CC)c1cc2cc(Cl)cnc2[nH]1, [F-]. Yields the product Clc1cnc2[nH]ccc2c1. As a reaction SMILES: [Br:18][c:19]1[c:20]2[c:21]([n:22][cH:23][cH:24][cH:25]2)[n:26]([S:27]([c:28]2[cH:29][cH:30][c:31]([CH3:32])[cH:33][cH:34]2)(=[O:35])=[O:36])[cH:37]1.[CH2:39]([N+:40]([CH2:41][CH2:42][CH2:43][CH3:44])([CH2:45][CH2:46][CH2:47][CH3:48])[CH2:49][CH2:50][CH2:51][CH3:52])[CH2:53][CH2:54][CH3:55].[CH2:56]1[O:57][CH2:58][CH2:59][CH2:60]1.[CH3:61][CH2:62][O:63][C:64](=[O:65])[CH3:66].[Cl:1][c:2]1[cH:3][c:4]2[c:5]([n:6][cH:7]1)[nH:8][c:9]([Si:11]([CH2:12][CH3:13])([CH2:14][CH3:15])[CH2:16][CH3:17])[cH:10]2.[F-:38]>>[Cl:1][c:2]1[cH:3][c:4]2[c:5]([n:6][cH:7]1)[nH:8][cH:9][cH:10]2. The reactants are [BH4-], CC(=O)OC1CC2C3CCC(C(C)CCCC(C)C)C3(C)CCC2C2(C)CC(F)C(=O)CC12, C1CCOC1, CCOC(C)=O, CO, [Na+], O. Yields the product CC(=O)OC1CC2C3CCC(C(C)CCCC(C)C)C3(C)CCC2C2(C)CC(F)C(O)CC12. RXN SMILES: [BH4-:34].[C:1]([CH3:2])(=[O:3])[O:4][CH:5]1[CH2:6][CH:7]2[CH:8]3[CH2:9][CH2:10][CH:11]([CH:12]([CH2:13][CH2:14][CH2:15][CH:16]([CH3:17])[CH3:18])[CH3:19])[C:20]3([CH3:33])[CH2:21][CH2:22][CH:23]2[C:24]2([CH3:32])[CH2:25][CH:26]([F:31])[C:27](=[O:30])[CH2:28][CH:29]12.[CH2:43]1[O:44][CH2:45][CH2:46][CH2:47]1.[CH3:37][CH2:38][O:39][C:40](=[O:41])[CH3:42].[CH3:48][OH:49].[Na+:35].[OH2:36]>>[C:1]([CH3:2])(=[O:3])[O:4][CH:5]1[CH2:6][CH:7]2[CH:8]3[CH2:9][CH2:10][CH:11]([CH:12]([CH2:13][CH2:14][CH2:15][CH:16]([CH3:17])[CH3:18])[CH3:19])[C:20]3([CH3:33])[CH2:21][CH2:22][CH:23]2[C:24]2([CH3:32])[CH2:25][CH:26]([F:31])[CH:27]([OH:30])[CH2:28][CH:29]12. The reactants are C, CCC(O)(C=Cc1ccc(C(CC)(CC)c2ccc(B3OC(C)(C)C(C)(C)O3)cc2)cc1C)CC, CO, [H][H], [Pd]. Product: CCC(O)(CC)CCc1ccc(C(CC)(CC)c2ccc(B3OC(C)(C)C(C)(C)O3)cc2)cc1C. RXN SMILES: [C:40].[CH2:1]([CH3:2])[C:3]([CH:4]=[CH:5][c:6]1[c:7]([CH3:32])[cH:8][c:9]([C:12]([CH2:13][CH3:14])([c:15]2[cH:16][cH:17][c:18]([B:21]3[O:22][C:23]([CH3:28])([CH3:29])[C:24]([CH3:26])([CH3:27])[O:25]3)[cH:19][cH:20]2)[CH2:30][CH3:31])[cH:10][cH:11]1)([CH2:33][CH3:34])[OH:35].[CH3:38][OH:39].[H:36][H:37].[Pd:41]>>[CH2:1]([CH3:2])[C:3]([CH2:4][CH2:5][c:6]1[c:7]([CH3:32])[cH:8][c:9]([C:12]([CH2:13][CH3:14])([c:15]2[cH:16][cH:17][c:18]([B:21]3[O:22][C:23]([CH3:28])([CH3:29])[C:24]([CH3:26])([CH3:27])[O:25]3)[cH:19][cH:20]2)[CH2:30][CH3:31])[cH:10][cH:11]1)([CH2:33][CH3:34])[OH:35]. The reactants are ClCCN(S(=O)(=O)C1=CC=C(C=C1)C)CCCl (N,N-bis(2-chloroethyl)-4-methylbenzenesulfonamide), [I-].[K+] (potassium iodide), C([O-])([O-])=O.[Na+].[Na+] (sodium carbonate), IC=1C=CC(=C(N)C1)C (5-iodo-2-methyl-aniline). The solvent is C1(CCCCC1)O (cyclohexanol). Run at time 8 hour. Yields the product IC=1C=CC(=C(C1)N1CCN(CC1)S(=O)(=O)C1=CC=C(C=C1)C)C (1-(5-Iodo-2-methyl-phenyl)-4-(toluene-4-sulfonyl)-piperazine). Yield: 96.9%. RXN SMILES: Cl[CH2:2][CH2:3][N:4]([CH2:15][CH2:16]Cl)[S:5]([C:8]1[CH:13]=[CH:12][C:11]([CH3:14])=[CH:10][CH:9]=1)(=[O:7])=[O:6].[I-].[K+].C(=O)([O-])[O-].[Na+].[Na+].[I:26][C:27]1[CH:28]=[CH:29][C:30]([CH3:34])=[C:31]([CH:33]=1)[NH2:32]>C1(O)CCCCC1>[I:26][C:27]1[CH:28]=[CH:29][C:30]([CH3:34])=[C:31]([N:32]2[CH2:16][CH2:15][N:4]([S:5]([C:8]3[CH:13]=[CH:12][C:11]([CH3:14])=[CH:10][CH:9]=3)(=[O:7])=[O:6])[CH2:3][CH2:2]2)[CH:33]=1 |f:1.2,3.4.5|. Procedure: 9.97 g of N,N-bis(2-chloroethyl)-4-methylbenzenesulfonamide (30.3 mmol) and 5.03 g of potassium iodide (30.3 mmol) in 75 mL of cyclohexanol were stirred for 1 h at 80° C. After addition of 7.7 g of sodium carbonate (72.7 mmol) and 5.65 g of 5-iodo-2-methyl-aniline (24.2 mmol), stirring continued for 8 h at 160° C. At room temperature, the mixture was filtered, washed with dichloromethane, and the filtrate evaporated to dryness. The residue was dissolved in dichloromethane, filtered, and the solv... Starting materials: S(=O)([O-])[O-].[Na+].[Na+] (sodium sulfite), C(C)(C)(C)C=1C=C(C(=C(C1)C(C)O)OCOC)C=1C=NC(=CC1)C(F)(F)F (1-(5-(tert-butyl)-2-(methoxymethoxy)-3-(6-(trifluoromethyl)pyridin-3-yl)phenyl)ethan-1-ol), C([O-])(O)=O.[Na+] (sodium bicarbonate), CC(=O)OI1(C=2C=CC=CC2C(=O)O1)(OC(=O)C)OC(=O)C (Dess Martin periodinane). Solvent: O (water), C(Cl)Cl (methylene chloride), [Cl-].[Na+].O (brine). Run at time 1 hour. The product is C(C)(C)(C)C=1C=C(C(=C(C1)C(C)=O)OCOC)C=1C=NC(=CC1)C(F)(F)F (1-(5-(tert-butyl)-2-(methoxymethoxy)-3-(6-(trifluoromethyl)pyridin-3-yl)phenyl)ethan-1-one). Yield: 99.9%. RXN SMILES: [C:1]([C:5]1[CH:6]=[C:7]([C:18]2[CH:19]=[N:20][C:21]([C:24]([F:27])([F:26])[F:25])=[CH:22][CH:23]=2)[C:8]([O:14][CH2:15][O:16][CH3:17])=[C:9]([CH:11]([OH:13])[CH3:12])[CH:10]=1)([CH3:4])([CH3:3])[CH3:2].C(=O)(O)[O-].[Na+].CC(OI1(OC(C)=O)(OC(C)=O)OC(=O)C2C=CC=CC1=2)=O.S([O-])([O-])=O.[Na+].[Na+]>C(Cl)Cl.[Cl-].[Na+].O.O>[C:1]([C:5]1[CH:6]=[C:7]([C:18]2[CH:19]=[N:20][C:21]([C:24]([F:27])([F:25])[F:26])=[CH:22][CH:23]=2)[C:8]([O:14][CH2:15][O:16][CH3:17])=[C:9]([C:11](=[O:13])[CH3:12])[CH:10]=1)([CH3:2])([CH3:3])[CH3:4] |f:1.2,4.5.6,8.9.10|. Procedure details: To a solution of 1-(5-(tert-butyl)-2-(methoxymethoxy)-3-(6-(trifluoromethyl)pyridin-3-yl)phenyl)ethan-1-ol (529 mg, 1.38 mmol) and sodium bicarbonate (1.16 g, 13.8 mmol) in methylene chloride (40 mL) was added Dess Martin periodinane (3.00 g, 6.90 mmol) and the reaction stirred for 1 hour. The reaction mixture was poured onto a 1:1 mixture of saturated aqueous sodium sulfite solution (50 mL) and water (50 mL). The resulting mixture was extracted with ethyl acetate (150 mL). The organic phase was... The reactants are C(C)(=O)N1C(\C(\C2=CC(=CC=C12)N(S(=O)(=O)C1=CC=CC=C1)C)=C(\C1=CC=CC=C1)/OCC)=O ((Z)-1-acetyl-3-(1-ethoxy-1-phenyl-methylidene)-5-(N-methyl-N-phenylsulphonyl-amino)-2-indolinone), CN(CCN(S(=O)(=O)C)C1=CC=C(N)C=C1)C (4-[N-(2-dimethylamino-ethyl)-N-methylsulphonyl-amino]-aniline), [OH-].[Na+] (sodium hydroxide). The solvent is CN(C)C=O (DMF). The product is CN(CCN(S(=O)(=O)C)C1=CC=C(C=C1)N\C(\C1=CC=CC=C1)=C\1/C(NC2=CC=C(C=C12)N(S(=O)(=O)C1=CC=CC=C1)C)=O)C ((Z)-3-{1-[4-(N-(2-dimethylamino-ethyl)-N-methylsulphonyl-amino)-phenylamino)-1-phenyl-methylidene}-5-(N-methyl-N-phenylsulphonyl-amino)-2-indolinone). RXN SMILES: C([N:4]1[C:12]2[C:7](=[CH:8][C:9]([N:13]([CH3:23])[S:14]([C:17]3[CH:22]=[CH:21][CH:20]=[CH:19][CH:18]=3)(=[O:16])=[O:15])=[CH:10][CH:11]=2)/[C:6](=[C:24](/OCC)\[C:25]2[CH:30]=[CH:29][CH:28]=[CH:27][CH:26]=2)/[C:5]1=[O:34])(=O)C.[CH3:35][N:36]([CH3:51])[CH2:37][CH2:38][N:39]([C:44]1[CH:50]=[CH:49][C:47]([NH2:48])=[CH:46][CH:45]=1)[S:40]([CH3:43])(=[O:42])=[O:41].[OH-].[Na+]>CN(C=O)C>[CH3:35][N:36]([CH3:51])[CH2:37][CH2:38][N:39]([C:44]1[CH:45]=[CH:46][C:47]([NH:48]/[C:24](=[C:6]2\[C:5](=[O:34])[NH:4][C:12]3[C:7]\2=[CH:8][C:9]([N:13]([CH3:23])[S:14]([C:17]2[CH:22]=[CH:21][CH:20]=[CH:19][CH:18]=2)(=[O:16])=[O:15])=[CH:10][CH:11]=3)/[C:25]2[CH:26]=[CH:27][CH:28]=[CH:29][CH:30]=2)=[CH:49][CH:50]=1)[S:40]([CH3:43])(=[O:42])=[O:41] |f:2.3|. Procedure: Prepared analogously to Example 1f from 350 mg (0.73 mmol) of (Z)-1-acetyl-3-(1-ethoxy-1-phenyl-methylidene)-5-(N-methyl-N-phenylsulphonyl-amino)-2-indolinone and 257 mg (1 mmol) of 4-[N-(2-dimethylamino-ethyl)-N-methylsulphonyl-amino]-aniline in DMF and subsequent treatment with sodium hydroxide solution. Reactants: COC(\C=C/C=C/[C@@H]([C@H](C[C@@H](\C=C/[C@@H]([C@@H]([C@@H](C[C@H](CC[C@H]([C@@H]([C@H]([C@H](\C=C/C=C)C)OCC1=CC=C(C=C1)OC)C)O[Si](C)(C)C(C)(C)C)C)C)O[Si](C)(C)C(C)(C)C)C)O[Si](C)(C)C(C)(C)C)O[Si](C)(C)C(C)(C)C)C)=O ((2Z,4E,6S,7S,9S,10Z,12S,13R,14R,16S,19R,20R,21S,22S,23Z)-Methyl-21-(4-methoxybenzyloxy)-7,9,13,19-tetrakis(tert-butyldimethylsilyloxy)-6,12,14,16,20,22-hexamethylhexacosa-2,4,10,23,25-pentaenoate), C(Cl)Cl (CH2Cl2), C(#N)C1=C(C(=O)C(=C(C1=O)Cl)Cl)C#N (DDQ). Run in O (H2O). Reaction conditions: temperature 0 celsius, time 1 hour. Yields the product COC(\C=C/C=C/[C@@H]([C@H](C[C@@H](\C=C/[C@@H]([C@@H]([C@@H](C[C@H](CC[C@H]([C@@H]([C@H]([C@H](\C=C/C=C)C)O)C)O[Si](C)(C)C(C)(C)C)C)C)O[Si](C)(C)C(C)(C)C)C)O[Si](C)(C)C(C)(C)C)O[Si](C)(C)C(C)(C)C)C)=O ((2Z,4E,6S,7S,9S,10Z,12S,13R,14R,16S,19R,20R,21S,22S,23Z)-Methyl-7,9,13,19-tetrakis(tert-butyldimethylsilyloxy)-21-hydroxy-6,12,14,16,20,22-hexamethylhexacosa-2,4,10,23, 25-pentaenoate). The yield is 83882.5%. RXN SMILES: [CH3:1][O:2][C:3](=[O:77])/[CH:4]=[CH:5]\[CH:6]=[CH:7]\[C@H:8]([CH3:76])[C@@H:9]([O:68][Si:69]([C:72]([CH3:75])([CH3:74])[CH3:73])([CH3:71])[CH3:70])[CH2:10][C@H:11]([O:60][Si:61]([C:64]([CH3:67])([CH3:66])[CH3:65])([CH3:63])[CH3:62])/[CH:12]=[CH:13]\[C@H:14]([CH3:59])[C@H:15]([O:51][Si:52]([C:55]([CH3:58])([CH3:57])[CH3:56])([CH3:54])[CH3:53])[C@H:16]([CH3:50])[CH2:17][C@@H:18]([CH3:49])[CH2:19][CH2:20][C@@H:21]([O:41][Si:42]([C:45]([CH3:48])([CH3:47])[CH3:46])([CH3:44])[CH3:43])[C@H:22]([CH3:40])[C@@H:23]([O:30]CC1C=CC(OC)=CC=1)[C@@H:24]([CH3:29])/[CH:25]=[CH:26]\[CH:27]=[CH2:28].C(Cl)Cl.C(C1C(=O)C(Cl)=C(Cl)C(=O)C=1C#N)#N>O>[CH3:1][O:2][C:3](=[O:77])/[CH:4]=[CH:5]\[CH:6]=[CH:7]\[C@H:8]([CH3:76])[C@@H:9]([O:68][Si:69]([C:72]([CH3:75])([CH3:74])[CH3:73])([CH3:70])[CH3:71])[CH2:10][C@H:11]([O:60][Si:61]([C:64]([CH3:67])([CH3:66])[CH3:65])([CH3:62])[CH3:63])/[CH:12]=[CH:13]\[C@H:14]([CH3:59])[C@H:15]([O:51][Si:52]([C:55]([CH3:56])([CH3:57])[CH3:58])([CH3:54])[CH3:53])[C@H:16]([CH3:50])[CH2:17][C@@H:18]([CH3:49])[CH2:19][CH2:20][C@@H:21]([O:41][Si:42]([C:45]([CH3:46])([CH3:47])[CH3:48])([CH3:43])[CH3:44])[C@H:22]([CH3:40])[C@@H:23]([OH:30])[C@@H:24]([CH3:29])/[CH:25]=[CH:26]\[CH:27]=[CH2:28]. Procedure details: The ester 96 (0.15 g, 0.14 μmol) was added to CH2Cl2 (5 mL) and H2O (0.2 mL) and DDQ (34 mg, 0.15 μmol) was added at 0° C. After 1 h of stirring at 0° C., the reaction mixture was quenched by adding sat'd NaHCO3 (5 mL). The organic phase was washed by sat'd NaHCO3 solution (3×10 mL) and brine, dried over MgSO4 and concentrated. Purification by flash column chromatography (EtOAc/hexane 1:9) furnished 97 (0.12 g, 90%) as a colorless oil: IR (CHCl3) 3540, 2956, 2929, 2856, 1641, 1601, 1471, 1462, 1...